Dataset: the Open Reaction Database (ORD), a public repository of structured organic reaction records. Task: describe an organic reaction: reactants, conditions, products, and yield Starting materials: C(C)(=O)OCC (ethyl acetate), FC(C1=CC=C(C=C1)NN)(F)F (4-Trifluoromethylphenyl hydrazine), Cl (hydrochloric acid), aqueous solution, C(C=O)(=O)O (glyoxylic acid). The solvent is O (water). Conditions: time 5 hour. The product is FC(C1=CC=C(C=C1)NN=CC(=O)O)(F)F ((4-trifluoromethylphenyl hydrazono) acetic acid). Isolated yield 88.0%. As a reaction SMILES: [F:1][C:2]([F:12])([F:11])[C:3]1[CH:8]=[CH:7][C:6]([NH:9][NH2:10])=[CH:5][CH:4]=1.Cl.[C:14]([OH:18])(=[O:17])[CH:15]=O.C(OCC)(=O)C>O>[F:1][C:2]([F:11])([F:12])[C:3]1[CH:4]=[CH:5][C:6]([NH:9][N:10]=[CH:15][C:14]([OH:18])=[O:17])=[CH:7][CH:8]=1. Procedure: 4-Trifluoromethylphenyl hydrazine (4.1 g, 23 mmol) was gradually added to a solution of concentrated hydrochloric acid (5 ml) in water (120 ml). 40% aqueous solution (4.3 g, 23 mmol) of glyoxylic acid was gradually added, and stirred at room temperature for 5 hours. After leaving it overnight, the mixture was extracted with ethyl acetate. The organic phase was washed with a saturated brine, and dried on anhydrous sodium sulfate. The solvent was distilled off, and the resulting crystals were wash... Starting materials: C(CCC)N1C=C(C2=CC=CC=C12)C(=O)O (1-butyl-1H-indole-3-carboxylic acid), CC(C)(C1=CC=CC=C1)N1N=C(N=N1)C1=C(C=CC=C1)C1=CC=C(C=C1)C=O (2'-[2-(1-methyl-1-phenylethyl)-2H-tetrazol-5-yl]biphenyl-4-carbaldehyde). Product: C(CCC)N1C(=C(C2=CC=CC=C12)C(=O)O)C(O)C1=CC=C(C=C1)C1=C(C=CC=C1)C=1N=NN(N1)C(C)(C1=CC=CC=C1)C (1-butyl-2-{2'-[2-(1-methyl-1-phenylethyl)-2H-tetrazol-5-yl]biphenyl-4-yl(hydroxy)methyl}-1H-indole-3-carboxylic acid). Reaction SMILES: [CH2:1]([N:5]1[C:13]2[C:8](=[CH:9][CH:10]=[CH:11][CH:12]=2)[C:7]([C:14]([OH:16])=[O:15])=[CH:6]1)[CH2:2][CH2:3][CH3:4].[CH3:17][C:18]([N:26]1[N:30]=[N:29][C:28]([C:31]2[CH:36]=[CH:35][CH:34]=[CH:33][C:32]=2[C:37]2[CH:42]=[CH:41][C:40]([CH:43]=[O:44])=[CH:39][CH:38]=2)=[N:27]1)([C:20]1[CH:25]=[CH:24][CH:23]=[CH:22][CH:21]=1)[CH3:19]>>[CH2:1]([N:5]1[C:13]2[C:8](=[CH:9][CH:10]=[CH:11][CH:12]=2)[C:7]([C:14]([OH:16])=[O:15])=[C:6]1[CH:43]([C:40]1[CH:39]=[CH:38][C:37]([C:32]2[CH:33]=[CH:34][CH:35]=[CH:36][C:31]=2[C:28]2[N:29]=[N:30][N:26]([C:18]([CH3:19])([C:20]3[CH:25]=[CH:24][CH:23]=[CH:22][CH:21]=3)[CH3:17])[N:27]=2)=[CH:42][CH:41]=1)[OH:44])[CH2:2][CH2:3][CH3:4]. Reported procedure: reacting the 2-lithiated 1-butyl-1H-indole-3-carboxylic acid with protected 2'-[2-(1-methyl-1-phenylethyl)-2H-tetrazol-5-yl]biphenyl-4-carbaldehyde to give 1-butyl-2-{2'-[2-(1-methyl-1-phenylethyl)-2H-tetrazol-5-yl]biphenyl-4-yl(hydroxy)methyl}-1H-indole-3-carboxylic acid; Reactants: [Al+3], CCCc1cccc(C)c1-c1cccc(C(=O)OC)c1, [H-], [H-], [H-], [H-], [Li+], C1CCOC1. Yields the product CCCc1cccc(C)c1-c1cccc(CO)c1. RXN SMILES: [Al+3:22].[CH3:1][c:2]1[c:3](-[c:11]2[cH:12][c:13]([C:17](=[O:18])[O:19][CH3:20])[cH:14][cH:15][cH:16]2)[c:4]([CH2:8][CH2:9][CH3:10])[cH:5][cH:6][cH:7]1.[H-:21].[H-:24].[H-:25].[H-:26].[Li+:23].[O:27]1[CH2:28][CH2:29][CH2:30][CH2:31]1>>[CH3:1][c:2]1[c:3](-[c:11]2[cH:12][c:13]([CH2:17][OH:18])[cH:14][cH:15][cH:16]2)[c:4]([CH2:8][CH2:9][CH3:10])[cH:5][cH:6][cH:7]1. Starting materials: NC1=C(SC(=C1)C1=CC=C(C=C1)F)C(=O)OC (methyl 3-amino-5-(4-fluorophenyl)thiophene-2-carboxylate), C1CCOC1 (THF), [OH-].[Li+] (lithium hydroxide), O (water). The solvent is CO (methanol). Conditions: time 3 day. Product: NC1=C(SC(=C1)C1=CC=C(C=C1)F)C(=O)O (3-Amino-5-(4-fluorophenyl)thiophene-2-carboxylic acid). Reaction SMILES: [NH2:1][C:2]1[CH:6]=[C:5]([C:7]2[CH:12]=[CH:11][C:10]([F:13])=[CH:9][CH:8]=2)[S:4][C:3]=1[C:14]([O:16]C)=[O:15].[OH-].[Li+].O.C1COCC1>CO>[NH2:1][C:2]1[CH:6]=[C:5]([C:7]2[CH:8]=[CH:9][C:10]([F:13])=[CH:11][CH:12]=2)[S:4][C:3]=1[C:14]([OH:16])=[O:15] |f:1.2|. Procedure details: The mixture consisting of 500 mg of methyl 3-amino-5-(4-fluorophenyl)thiophene-2-carboxylate, 160 mg of lithium hydroxide, 2 ml of water, 2 ml of THF and 2 ml of methanol is stirred at RT for 3 days. After dilution with 15 ml of water, unhydrolyzed ester is removed by extraction with ethyl acetate. The aqueous phase is adjusted to pH 5 using hydrochloric acid and stirred, and the precipitated solid is filtered off with suction and dried. Starting materials: C(=O)CC([C@@H](CC(C)C)C(=O)OCC1=CC=CC=C1)(C(=O)OCC1=CC=CC=C1)C(=O)OC(C)(C)C (1,2-dibenzyl 1-tert.butyl 1-(formylmethyl)-4-methyl-1,1,2(R)-pentane tricarboxylate), C([O-])([O-])=O.[K+].[K+] (potassium carbonate), [Br-].C1(=CC=CC=C1)CCC[P+](C1=CC=CC=C1)(C1=CC=CC=C1)C1=CC=CC=C1 (3-phenylpropyltriphenylphosphonium bromide). Run in O1CCCC1 (tetrahydrofuran). Yields the product CC(C[C@H](C(C(=O)OCC1=CC=CC=C1)(C(=O)OC(C)(C)C)CC=CCCC1=CC=CC=C1)C(=O)OCC1=CC=CC=C1)C (1,2-dibenzyl 1-tert.butyl 4-methyl-1-(5-phenyl-pent-2-en-1-yl)-1,1,2(R)-pentanetricarboxylate). The yield is 66.4%. RXN SMILES: [CH:1]([CH2:3][C:4]([C:30]([O:32][C:33]([CH3:36])([CH3:35])[CH3:34])=[O:31])([C:20]([O:22][CH2:23][C:24]1[CH:29]=[CH:28][CH:27]=[CH:26][CH:25]=1)=[O:21])[C@H:5]([C:10]([O:12][CH2:13][C:14]1[CH:19]=[CH:18][CH:17]=[CH:16][CH:15]=1)=[O:11])[CH2:6][CH:7]([CH3:9])[CH3:8])=O.C(=O)([O-])[O-].[K+].[K+].[Br-].[C:44]1([CH2:50][CH2:51][CH2:52][P+](C2C=CC=CC=2)(C2C=CC=CC=2)C2C=CC=CC=2)[CH:49]=[CH:48][CH:47]=[CH:46][CH:45]=1>O1CCCC1>[CH3:9][CH:7]([CH3:8])[CH2:6][C@@H:5]([C:10]([O:12][CH2:13][C:14]1[CH:15]=[CH:16][CH:17]=[CH:18][CH:19]=1)=[O:11])[C:4]([CH2:3][CH:1]=[CH:52][CH2:51][CH2:50][C:44]1[CH:45]=[CH:46][CH:47]=[CH:48][CH:49]=1)([C:30]([O:32][C:33]([CH3:36])([CH3:35])[CH3:34])=[O:31])[C:20]([O:22][CH2:23][C:24]1[CH:29]=[CH:28][CH:27]=[CH:26][CH:25]=1)=[O:21] |f:1.2.3,4.5|. Procedure details: A mixture of 0.496 g of 1,2-dibenzyl 1-tert.butyl 1-(formylmethyl)-4-methyl-1,1,2(R)-pentane tricarboxylate, 0.176 g of potassium carbonate and 0.576 g of 3-phenylpropyltriphenylphosphonium bromide in 8 ml of dry tetrahydrofuran was heated at reflux under a nitrogen atmosphere for 3 days. The solvent was removed by evaporation and stirred with diethyl acetate. The solids which separated were filtered off and the filtrate was evaporated. The residue was purified by flash chromatography on silica ... The reactants are C(C)[Mg]Br (Ethylmagnesium bromide), ClC=1C=CC(=C2N3C(=NC21)N(CCC3)C3=NC=C(C=C3Cl)Cl)C=O (9-chloro-1-(3,5-dichloropyridin-2-yl)-1,2,3,4-tetrahydropyrimido[1,2-a]benzimidazole-6-carbaldehyde). Run in O1CCCC1 (tetrahydrofuran). Conditions: temperature 0 celsius, time 50 minute. Product: ClC1=CC=C(C=2N3C(=NC21)N(CCC3)C3=NC=C(C=C3Cl)Cl)C(CC)O (1-[9-Chloro-1-(3,5-dichloropyridin-2-yl)-1,2,3,4-tetrahydropyrimido[1,2-a]benzimidazol-6-yl]propan-1-ol). Yield: 100.0%. As a reaction SMILES: [CH2:1]([Mg]Br)[CH3:2].[Cl:5][C:6]1[CH:7]=[CH:8][C:9]([CH:27]=[O:28])=[C:10]2[C:14]=1[N:13]=[C:12]1[N:15]([C:19]3[C:24]([Cl:25])=[CH:23][C:22]([Cl:26])=[CH:21][N:20]=3)[CH2:16][CH2:17][CH2:18][N:11]21>O1CCCC1>[Cl:5][C:6]1[C:14]2[N:13]=[C:12]3[N:15]([C:19]4[C:24]([Cl:25])=[CH:23][C:22]([Cl:26])=[CH:21][N:20]=4)[CH2:16][CH2:17][CH2:18][N:11]3[C:10]=2[C:9]([CH:27]([OH:28])[CH2:1][CH3:2])=[CH:8][CH:7]=1. Reported procedure: Ethylmagnesium bromide (3.0 M solution in diethyl ether, 51 μL, 0.153 mmol) was added to a stirred solution of 9-chloro-1-(3,5-dichloropyridin-2-yl)-1,2,3,4-tetrahydropyrimido[1,2-a]benzimidazole-6-carbaldehyde (53.7 mg, 0.141 mmol) in tetrahydrofuran (1.0 mL) at 0° C., and the mixture was stirred at 0° C. for 50 min. The reaction was quenched by aqueous saturated ammonium chloride, and the mixture was extracted with ethyl acetate. The combined organic layer was washed with brine, dried over anh... Reactants: BrCc1ccccc1, CN(C)C=O, CC(C)n1c(Sc2cc(Cl)cc(Cl)c2)c(CO)n(C)c1=O, [H-], [H][H], [Na+]. Product: CC(C)n1c(Sc2cc(Cl)cc(Cl)c2)c(COCc2ccccc2)n(C)c1=O. Reaction SMILES: [Br:26][CH2:27][c:28]1[cH:29][cH:30][cH:31][cH:32][cH:33]1.[CH3:34][N:35]([CH3:36])[CH:37]=[O:38].[Cl:1][c:2]1[cH:3][c:4]([S:9][c:10]2[n:11]([CH:19]([CH3:20])[CH3:21])[c:12](=[O:18])[n:13]([CH3:17])[c:14]2[CH2:15][OH:16])[cH:5][c:6]([Cl:8])[cH:7]1.[H-:22].[H:24][H:25].[Na+:23]>>[Cl:1][c:2]1[cH:3][c:4]([S:9][c:10]2[n:11]([CH:19]([CH3:20])[CH3:21])[c:12](=[O:18])[n:13]([CH3:17])[c:14]2[CH2:15][O:16][CH2:27][c:28]2[cH:29][cH:30][cH:31][cH:32][cH:33]2)[cH:5][c:6]([Cl:8])[cH:7]1. Reactants: ClC=1C=C(C(=O)N(C)OC)C=CC1 (3-chloro-N-methoxy-N-methylbenzamide), [H-].[Na+] (NaH), [Li]CCCC (n-BuLi), C(CC(=O)C)(=O)OCC (ethyl acetoacetate). Solvent: C1CCOC1 (THF), C1CCOC1 (THF). Reaction conditions: temperature 0 celsius, time 20 minute. Product: ClC=1C=C(C=CC1)C1=CC(=CC(O1)=O)O (6-(3-Chlorophenyl)-4-hydroxy-2H-pyran-2-one). Isolated yield 39.4%. Reaction SMILES: [H-].[Na+].[C:3]([O:9][CH2:10][CH3:11])(=[O:8])[CH2:4][C:5]([CH3:7])=[O:6].[Li]CCCC.[Cl:17][C:18]1[CH:19]=C([CH:27]=[CH:28][CH:29]=1)C(N(OC)C)=O>C1COCC1>[Cl:17][C:18]1[CH:19]=[C:11]([C:10]2[O:9][C:3](=[O:8])[CH:4]=[C:5]([OH:6])[CH:7]=2)[CH:27]=[CH:28][CH:29]=1 |f:0.1|. Procedure: A slurry of 60% NaH (0.790 g, 19.7 mmol) in THF (50 mL) under a N2 atmosphere was cooled to 0° C. and treated with ethyl acetoacetate (2.51 mL, 19.7 mmol). The resulting solution was subsequently treated with n-BuLi (12.3 mL, 19.7 mmol) and stirred for 20 min. at 0° C. to provide an orange solution which was treated via cannula with a solution of 3-chloro-N-methoxy-N-methylbenzamide (2.50 g, 15.15 mmol) in THF (5.0 mL). The mixture was allowed warm to ambient temperature where it was stirred for... Starting materials: CC1CN(c2cncc(Cl)n2)C(C)CN1, OCc1ccccc1. Product: CC1CN(c2cncc(OCc3ccccc3)n2)C(C)CN1. As a reaction SMILES: [Cl:1][c:2]1[cH:3][n:4][cH:5][c:6]([N:8]2[CH:9]([CH3:15])[CH2:10][NH:11][CH:12]([CH3:14])[CH2:13]2)[n:7]1.[OH:16][CH2:17][c:18]1[cH:19][cH:20][cH:21][cH:22][cH:23]1>>[c:2]1([O:16][CH2:17][c:18]2[cH:19][cH:20][cH:21][cH:22][cH:23]2)[cH:3][n:4][cH:5][c:6]([N:8]2[CH:9]([CH3:15])[CH2:10][NH:11][CH:12]([CH3:14])[CH2:13]2)[n:7]1. Reactants: CCO, Cc1cccc(C#N)n1, NO. Product: Cc1cccc(C(N)=NO)n1. Reaction SMILES: [CH3:12][CH2:13][OH:14].[CH3:1][c:2]1[cH:3][cH:4][cH:5][c:6]([C:8]#[N:9])[n:7]1.[NH2:10][OH:11]>>[CH3:1][c:2]1[cH:3][cH:4][cH:5][c:6]([C:8]([NH2:9])=[N:10][OH:11])[n:7]1.